This data is from the Open Reaction Database (ORD), a public repository of structured organic reaction records. The task is: describe an organic reaction: reactants, conditions, products, and yield The reactants are C1CCOC1, CO, CCOC(=O)c1[nH]c2ccc(NC(=O)OC(C)(C)C)cc2c1Cl, [Li+], [OH-]. The product is CC(C)(C)OC(=O)Nc1ccc2[nH]c(C(=O)O)c(Cl)c2c1. RXN SMILES: [CH2:28]1[O:29][CH2:30][CH2:31][CH2:32]1.[CH3:26][OH:27].[Cl:3][c:4]1[c:5]([C:21](=[O:22])[O:23][CH2:24][CH3:25])[nH:6][c:7]2[cH:8][cH:9][c:10]([NH:13][C:14](=[O:15])[O:16][C:17]([CH3:18])([CH3:19])[CH3:20])[cH:11][c:12]12.[Li+:1].[OH-:2]>>[Cl:3][c:4]1[c:5]([C:21](=[O:22])[OH:23])[nH:6][c:7]2[cH:8][cH:9][c:10]([NH:13][C:14](=[O:15])[O:16][C:17]([CH3:18])([CH3:19])[CH3:20])[cH:11][c:12]12.